From a dataset of the Open Reaction Database (ORD), a public repository of structured organic reaction records. describe an organic reaction: reactants, conditions, products, and yield Starting materials: [Cl-].[NH4+] (ammonium chloride), CCN(C(C)C)C(C)C (DIPEA), COC1=C(CCl)C=C(C=C1)OC (2,5-dimethoxybenzyl chloride), CC1NCC2=CC(=C(C=C2C1)OCC1=CC=CC=C1)OC (3-Methyl-6-benzyloxy-7-methoxy-1,2,3,4-tetrahydroisoquinoline). Run in O (water), CN(C)C=O (DMF). Conditions: temperature 80 celsius. The product is COC1=C(CN2CC3=CC(=C(C=C3CC2C)OCC2=CC=CC=C2)OC)C=C(C=C1)OC (2-(2,5-Dimethoxy-benzyl)-3-methyl-6-benzyloxy-7-methoxy-1,2,3,4-tetrahydroisoquinoline). Isolated yield 75.9%. Reaction SMILES: [CH3:1][CH:2]1[CH2:11][C:10]2[C:5](=[CH:6][C:7]([O:20][CH3:21])=[C:8]([O:12][CH2:13][C:14]3[CH:19]=[CH:18][CH:17]=[CH:16][CH:15]=3)[CH:9]=2)[CH2:4][NH:3]1.CCN(C(C)C)C(C)C.[CH3:31][O:32][C:33]1[CH:40]=[CH:39][C:38]([O:41][CH3:42])=[CH:37][C:34]=1[CH2:35]Cl.[Cl-].[NH4+]>CN(C=O)C.O>[CH3:31][O:32][C:33]1[CH:40]=[CH:39][C:38]([O:41][CH3:42])=[CH:37][C:34]=1[CH2:35][N:3]1[CH:2]([CH3:1])[CH2:11][C:10]2[C:5](=[CH:6][C:7]([O:20][CH3:21])=[C:8]([O:12][CH2:13][C:14]3[CH:19]=[CH:18][CH:17]=[CH:16][CH:15]=3)[CH:9]=2)[CH2:4]1 |f:3.4|. Reported procedure: 3-Methyl-6-benzyloxy-7-methoxy-1,2,3,4-tetrahydroisoquinoline (338 mg, 1.2 mmol) was dissolved in anhydrous DMF (3.6 mL), DIPEA (314 mg, 2.4 mmol) and 2,5-dimethoxybenzyl chloride (279 mg, 1.5 mmol) were added. The mixture was heated to 80° C. for 20 h, cooled to room temperature and poured into water (50 mL) and ammonium chloride (saturated, 2 mL). The mixture was extracted with ethyl acetate (2×50 mL). The combined organic layers were dried (MgSO4), filtered and concentrated in vacuo. The resi...